This data is from the Open Reaction Database (ORD), a public repository of structured organic reaction records. The task is: describe an organic reaction: reactants, conditions, products, and yield Reactants: NC1=C(NC2=CC(=CC=C12)Cl)C(C1=CC(=CC=C1)C(F)(F)F)=O (3-amino-6-chloro-2-(3-trifluoromethylbenzoyl)indole), C(CC(C)C)(=O)Cl (isovaleryl chloride). Product: ClC1=CC=C2C(=C(NC2=C1)C(C1=CC(=CC=C1)C(F)(F)F)=O)NC(CC(C)C)=O (6-Chloro-3-(isovalerylamino)-2-(3-trifluoromethylbenzoyl) indole). Reaction SMILES: [NH2:1][C:2]1[C:10]2[C:5](=[CH:6][C:7]([Cl:11])=[CH:8][CH:9]=2)[NH:4][C:3]=1[C:12](=[O:23])[C:13]1[CH:18]=[CH:17][CH:16]=[C:15]([C:19]([F:22])([F:21])[F:20])[CH:14]=1.[C:24](Cl)(=[O:29])[CH2:25][CH:26]([CH3:28])[CH3:27]>>[Cl:11][C:7]1[CH:6]=[C:5]2[C:10]([C:2]([NH:1][C:24](=[O:29])[CH2:25][CH:26]([CH3:28])[CH3:27])=[C:3]([C:12](=[O:23])[C:13]3[CH:18]=[CH:17][CH:16]=[C:15]([C:19]([F:22])([F:21])[F:20])[CH:14]=3)[NH:4]2)=[CH:9][CH:8]=1. Reported procedure: The title compound was prepared according to the procedure described in Example 19 employing 3-amino-6-chloro-2-(3-trifluoromethylbenzoyl)indole (Example 49) and isovaleryl chloride. m.p.: 179-180° C. Reactants: F[B-](F)(F)F, CCN(C(C)C)C(C)C, CN(C)C=O, Cl, NC1CCCCC1O, CN(C)C(On1nnc2ccccc21)=[N+](C)C, O=C(O)c1cnc(CCc2cncnc2)c(-c2ccc(C(F)(F)F)cc2)c1. Yields the product O=C(NC1CCCCC1O)c1cnc(CCc2cncnc2)c(-c2ccc(C(F)(F)F)cc2)c1. As a reaction SMILES: [B-:10]([F:11])([F:12])([F:13])[F:14].[CH2:59]([N:60]([CH:61]([CH3:62])[CH3:63])[CH:64]([CH3:65])[CH3:66])[CH3:67].[CH3:68][N:69]([CH3:70])[CH:71]=[O:72].[ClH:1].[NH2:2][CH:3]1[CH:4]([OH:9])[CH2:5][CH2:6][CH2:7][CH2:8]1.[n:15]1([O:16][C:17]([N:18]([CH3:19])[CH3:20])=[N+:21]([CH3:22])[CH3:23])[c:24]2[cH:25][cH:26][cH:27][cH:28][c:29]2[n:30][n:31]1.[n:32]1[cH:33][n:34][cH:35][c:36]([CH2:38][CH2:39][c:40]2[n:41][cH:42][c:43]([C:44](=[O:45])[OH:46])[cH:47][c:48]2-[c:49]2[cH:50][cH:51][c:52]([C:55]([F:56])([F:57])[F:58])[cH:53][cH:54]2)[cH:37]1>>[NH:2]([CH:3]1[CH:4]([OH:9])[CH2:5][CH2:6][CH2:7][CH2:8]1)[C:44]([c:43]1[cH:42][n:41][c:40]([CH2:39][CH2:38][c:36]2[cH:35][n:34][cH:33][n:32][cH:37]2)[c:48](-[c:49]2[cH:50][cH:51][c:52]([C:55]([F:56])([F:57])[F:58])[cH:53][cH:54]2)[cH:47]1)=[O:45]. The reactants are Cl.C1(CCCCC1)C1=CC=C(C=C1)NN (4-cyclohexylphenylhydrazine hydrochloride), Cl.C1(CCCCC1)C1=CC=C(C=C1)NN (4-cyclohexylphenylhydrazine hydrochloride). Run in [OH-].[Na+] (sodium hydroxide). Conditions: temperature 11 celsius, time 10 minute. Yields the product C1(CCCCC1)C1=CC=C(C=C1)NN (4-Cyclohexylphenylhydrazine). Isolated yield 77.7%. Reaction SMILES: Cl.[CH:2]1([C:8]2[CH:13]=[CH:12][C:11]([NH:14][NH2:15])=[CH:10][CH:9]=2)[CH2:7][CH2:6][CH2:5][CH2:4][CH2:3]1>[OH-].[Na+]>[CH:2]1([C:8]2[CH:9]=[CH:10][C:11]([NH:14][NH2:15])=[CH:12][CH:13]=2)[CH2:3][CH2:4][CH2:5][CH2:6][CH2:7]1 |f:0.1,2.3|. Reported procedure: A suspension of 4-cyclohexylphenylhydrazine hydrochloride (Intermediate A) (41.4 g) and 3 N sodium hydroxide (120 ml) was stirred for 10 min at 0-22° C. The mixture was extracted with ether. The solvent was removed under vacuum to give 27 g of the titled compound, m.p. 115-116° C. Starting materials: CS(C)=O, [Cl-], CCOC(=O)C1(C(=O)OCC)C(C=C(Cl)Cl)C1(C)C, [Na+], O. RXN SMILES: [CH3:22][S:23]([CH3:24])=[O:25].[Cl-:21].[Cl:1][C:2](=[CH:3][CH:4]1[C:5]([C:9](=[O:10])[O:11][CH2:12][CH3:13])([C:14]([O:15][CH2:16][CH3:17])=[O:18])[C:6]1([CH3:7])[CH3:8])[Cl:19].[Na+:20].[OH2:26]>>[Cl:1][C:2](=[CH:3][CH:4]1[CH:5]([C:9](=[O:10])[O:11][CH2:12][CH3:13])[C:6]1([CH3:7])[CH3:8])[Cl:19]. Product: CCOC(=O)C1C(C=C(Cl)Cl)C1(C)C. The reactants are C([C@@H]1[C@H]([C@@H]([C@H]([C@H](O1)O[C@]2([C@H]([C@@H]([C@H](O2)CO)O)O)CO)O)O)O)O (sucrose), [O-]S(=O)(=O)[O-].[Mg+2] (MgSO4), OP(=O)(O)[O-].[K+] (KH2PO4), Na2MoO2 H2O, C([C@@H]1[C@H]([C@@H]([C@H]([C@H](O1)O[C@@H]2[C@H](O[C@H]([C@@H]([C@H]2O)O)O)CO)O)O)O)O (Maltose), FeSO4, NC(=O)N (Urea), [Cl-].[K+] (KCl), Na2B4O7. The reagents and catalysts are [O-]S(=O)(=O)[O-].[Cu+2] (CuSO4), [O-]S(=O)(=O)[O-].[Zn+2] (ZnSO4), [O-]S(=O)(=O)[O-].[Mn+2].O (MnSO4 H2O). Solvent: O (water), O (water). Yields the product CC(=C)C(=O)OCCO (hemA). As a reaction SMILES: C(O)[C@H]1O[C@H]([O:8][C@:9]2(CO)[O:13][C@H:12]([CH2:14][OH:15])[C@@H:11](O)[C@@H:10]2O)[C@H](O)[C@@H](O)[C@@H]1O.N[C:25](N)=O.[Cl-].[K+].[O-]S([O-])(=O)=O.[Mg+2].OP([O-])(O)=O.[K+].C(O)[C@H]1O[C@H](O[C@H]2[C@H](O)[C@@H](O)[C@H](O)O[C@@H]2CO)[C@H](O)[C@@H](O)[C@@H]1O>[O-]S([O-])(=O)=O.[Cu+2].[O-]S([O-])(=O)=O.[Mn+2].O.[O-]S([O-])(=O)=O.[Zn+2].O>[CH3:25][C:10]([C:9]([O:13][CH2:12][CH2:14][OH:15])=[O:8])=[CH2:11] |f:2.3,4.5,6.7,9.10,11.12.13,14.15|. Reported procedure: Aspergillus oryzae strain SE01-28 described in Example 9 was transformed with pSE38 to create new transformants designated Aspergillus oryzae SE27 according to the method described in Example 8 with the exceptions that Basta resistance was used for selection and 2-8 μg of NdeI digested pSE38 was added per transformation directly from the reaction so that ~5 U of enzyme was included in the transformation mixture. Media for Basta selection contained 20 ml of COVE salts, 1 M sucrose, 25 g/L Noble a... Starting materials: CC(C)CC(=O)CC(C)C, CC(C)=C(C)C, O=C(Cl)C(Cl)Cl, [Zn]. Product: CC1(C)C(=O)C(Cl)C1(C)C. Reaction SMILES: [CH2:13]([C:14]([CH2:15][CH:16]([CH3:17])[CH3:18])=[O:19])[CH:20]([CH3:21])[CH3:22].[CH3:7][C:8]([CH3:9])=[C:10]([CH3:11])[CH3:12].[Cl:1][CH:2]([C:4]([Cl:3])=[O:6])[Cl:5].[Zn:23]>>[Cl:1][CH:2]1[C:4](=[O:6])[C:8]([CH3:7])([CH3:9])[C:10]1([CH3:11])[CH3:12]. Yields the product N1CCC(CCC1)OC1=C(C=NS1)NC(=O)C=1N=C(SC1)C1=C(C=CC=C1F)F (N-(5-(azepan-4-yloxy)isothiazol-4-yl)-2-(2,6-difluorophenyl)thiazole-4-carboxamide). Reactants: OC1CCN(CC1)C(=O)OC(C)(C)C (tert-butyl 4-hydroxypiperidine-1-carboxylate), FC1=C(C(=CC=C1)F)C=1SC=C(N1)C(=O)O (2-(2,6-difluorophenyl)thiazole-4-carboxylic acid), OC1CCN(CCC1)C(=O)OC(C)(C)C (tert-butyl 4-hydroxyazepane-1-carboxylate), NC1=C(N=C(S1)C1=C(C=CC=C1F)F)C(=O)O (5-amino-2-(2,6-difluorophenyl)thiazole-4-carboxylic acid). RXN SMILES: [OH:1][CH:2]1[CH2:7][CH2:6][N:5]([C:8](OC(C)(C)C)=O)[CH2:4][CH2:3]1.OC1CCC[N:19](C(OC(C)(C)C)=O)CC1.N[C:31]1[S:35][C:34]([C:36]2[C:41]([F:42])=[CH:40][CH:39]=[CH:38][C:37]=2[F:43])=[N:33][C:32]=1[C:44]([OH:46])=O.FC1C=CC=C(F)C=1C1[S:56][CH:57]=[C:58]([C:60](O)=O)[N:59]=1>>[NH:5]1[CH2:8][CH2:4][CH2:3][CH:2]([O:1][C:57]2[S:56][N:19]=[CH:59][C:58]=2[NH:60][C:44]([C:32]2[N:33]=[C:34]([C:36]3[C:37]([F:43])=[CH:38][CH:39]=[CH:40][C:41]=3[F:42])[S:35][CH:31]=2)=[O:46])[CH2:7][CH2:6]1. Reported procedure: Following the procedure described in Example 1, and substituting Compound 1B2 in Step (1) with tert-butyl 4-hydroxyazepane-1-carboxylate (2B2) (200 mg, 0.93 mmol) and Compound 1E in Step 4 with 2-(2,6-difluorophenyl)thiazole-4-carboxylic acid (2E) (40 mg, 0.166 mmol), the title compound 2 (35 mg, 0.080 mmol) was obtained.